Dataset: the Open Reaction Database (ORD), a public repository of structured organic reaction records. Task: describe an organic reaction: reactants, conditions, products, and yield Reactants: BrC1=CC=C(CC=2N(C=C(N2)C2=C(C=C(C=C2)Cl)Cl)C2=CC(=C(C=C2)N2CC(NS2(=O)=O)=O)C)C=C1 (5-{-4-[2-(4-Bromo-benzyl)-4-(2,4-dichloro-phenyl)-imidazol-1-yl]-2-methyl-phenyl}-1,2,5-thiadiazolidine-3-one-1,1-dioxide), C1(CCCCC1)C1=CC=C(C=C1)B(O)O (4-cyclohexylphenylboronic acid). Yields the product C1(CCCCC1)C1=CC=C(C=C1)C1=CC=C(C=C1)CC=1N(C=C(N1)C1=C(C=C(C=C1)Cl)Cl)C1=CC(=C(C=C1)N1CC(NS1(=O)=O)=O)C (5-{4-[2-(4′-cyclohexyl-biphenyl-4-ylmethyl)-4-(2,4-dichloro-phenyl)-imidazol-1-yl]-2-methyl-phenyl}-1,2,5-thiadiazolidine-3-one-1,1-dioxide). As a reaction SMILES: Br[C:2]1[CH:36]=[CH:35][C:5]([CH2:6][C:7]2[N:8]([C:20]3[CH:25]=[CH:24][C:23]([N:26]4[S:30](=[O:32])(=[O:31])[NH:29][C:28](=[O:33])[CH2:27]4)=[C:22]([CH3:34])[CH:21]=3)[CH:9]=[C:10]([C:12]3[CH:17]=[CH:16][C:15]([Cl:18])=[CH:14][C:13]=3[Cl:19])[N:11]=2)=[CH:4][CH:3]=1.[CH:37]1([C:43]2[CH:48]=[CH:47][C:46](B(O)O)=[CH:45][CH:44]=2)[CH2:42][CH2:41][CH2:40][CH2:39][CH2:38]1>>[CH:43]1([C:37]2[CH:38]=[CH:39][C:40]([C:2]3[CH:36]=[CH:35][C:5]([CH2:6][C:7]4[N:8]([C:20]5[CH:25]=[CH:24][C:23]([N:26]6[S:30](=[O:31])(=[O:32])[NH:29][C:28](=[O:33])[CH2:27]6)=[C:22]([CH3:34])[CH:21]=5)[CH:9]=[C:10]([C:12]5[CH:17]=[CH:16][C:15]([Cl:18])=[CH:14][C:13]=5[Cl:19])[N:11]=4)=[CH:4][CH:3]=3)=[CH:41][CH:42]=2)[CH2:44][CH2:45][CH2:46][CH2:47][CH2:48]1. Reported procedure: 5-{-4-[2-(4-Bromo-benzyl)-4-(2,4-dichloro-phenyl)-imidazol-1-yl]-2-methyl-phenyl}-1,2,5-thiadiazolidine-3-one-1,1-dioxide (61 mg, 0.1 mmol) was treated as described in general procedure G using 4-cyclohexylphenylboronic acid (41 mg, 0.2 mmol) to give 5-{4-[2-(4′-cyclohexyl-biphenyl-4-ylmethyl)-4-(2,4-dichloro-phenyl)-imidazol-1-yl]-2-methyl-phenyl}-1,2,5-thiadiazolidine-3-one-1,1-dioxide. The reactants are FC1=C(C=C(N)C=C1)C(F)(F)F (4-fluoro-3-(trifluoromethyl)-aniline), COC(CS(=O)(=O)Cl)=O (chlorosulfonyl acetic acid methyl ester). Solvent: N1=CC=CC=C1 (pyridine), ClC(C)Cl (dichloroethane). Yields the product COC(CS(NC1=CC(=C(C=C1)F)C(F)(F)F)(=O)=O)=O (2-[N-(4-fluoro-3-trifluoromethylphenyl)sulfamoyl]-acetic acid methyl ester). Reaction SMILES: [F:1][C:2]1[CH:8]=[CH:7][C:5]([NH2:6])=[CH:4][C:3]=1[C:9]([F:12])([F:11])[F:10].[CH3:13][O:14][C:15](=[O:21])[CH2:16][S:17](Cl)(=[O:19])=[O:18]>N1C=CC=CC=1.ClC(Cl)C>[CH3:13][O:14][C:15](=[O:21])[CH2:16][S:17](=[O:19])(=[O:18])[NH:6][C:5]1[CH:7]=[CH:8][C:2]([F:1])=[C:3]([C:9]([F:10])([F:11])[F:12])[CH:4]=1. Reported procedure: Analogously to the instructions for example 7, 5 g (27.64 mmol) of 4-fluoro-3-(trifluoromethyl)-aniline in 25 ml of dry pyridine is reacted with 4.82 g (27.4 mmol) of chlorosulfonyl acetic acid methyl ester in 100 ml of dry dichloroethane. After crystallization from ether/hexane, 7.35 g=84.35% of the theoretical yield is obtained. Melting point 111°-112° C. Starting materials: Cc1[nH]nnc1C(=O)O, Cc1c(Cl)ccc(OC2CCN(CC(O)CN)CC2)c1Cl. Product: Cc1[nH]nnc1C(=O)NCC(O)CN1CCC(Oc2ccc(Cl)c(C)c2Cl)CC1. Reaction SMILES: [CH3:22][c:23]1[c:24]([C:28](=[O:29])[OH:30])[n:25][n:26][nH:27]1.[NH2:1][CH2:2][CH:3]([CH2:4][N:5]1[CH2:6][CH2:7][CH:8]([O:11][c:12]2[c:13]([Cl:20])[c:14]([CH3:19])[c:15]([Cl:18])[cH:16][cH:17]2)[CH2:9][CH2:10]1)[OH:21]>>[NH:1]([CH2:2][CH:3]([CH2:4][N:5]1[CH2:6][CH2:7][CH:8]([O:11][c:12]2[c:13]([Cl:20])[c:14]([CH3:19])[c:15]([Cl:18])[cH:16][cH:17]2)[CH2:9][CH2:10]1)[OH:21])[C:28]([c:24]1[c:23]([CH3:22])[nH:27][n:26][n:25]1)=[O:29].